Task: describe an organic reaction: reactants, conditions, products, and yield. Dataset: the Open Reaction Database (ORD), a public repository of structured organic reaction records Starting materials: BrC=1SC(=C(C1OCCCCCCCCCC)OCCCCCCCCCC)C=1SC2=C(N1)C=CC=C2 (2-bromo-3,4-bis(decyloxy)-5-(benzothiazol-2-yl)-thiophene), hexabutyl ditin, [Na] (sodium), [OH-].[K+] (potassium hydroxide). Solvent: O1CCOCC1 (dioxane). Run at temperature 100 celsius, time 1 hour. The product is C(CCCCCCCCC)OC1=C(SC(=C1OCCCCCCCCCC)C=1SC2=C(N1)C=CC=C2)C=2SC(=C(C2OCCCCCCCCCC)OCCCCCCCCCC)C=2SC1=C(N2)C=CC=C1 (3,4,3',4'-tetradecyloxy-5,5'-bis(benzothiazol-2-yl)-2,2'-bithiophene). Isolated yield 66.5%. As a reaction SMILES: Br[C:2]1[S:3][C:4]([C:29]2[S:30][C:31]3[CH:37]=[CH:36][CH:35]=[CH:34][C:32]=3[N:33]=2)=[C:5]([O:18][CH2:19][CH2:20][CH2:21][CH2:22][CH2:23][CH2:24][CH2:25][CH2:26][CH2:27][CH3:28])[C:6]=1[O:7][CH2:8][CH2:9][CH2:10][CH2:11][CH2:12][CH2:13][CH2:14][CH2:15][CH2:16][CH3:17].[Na].[OH-:39].[K+]>O1CCOCC1>[CH2:8]([O:7][C:6]1[C:5]([O:18][CH2:19][CH2:20][CH2:21][CH2:22][CH2:23][CH2:24][CH2:25][CH2:26][CH2:27][CH3:28])=[C:4]([C:29]2[S:30][C:31]3[CH:37]=[CH:36][CH:35]=[CH:34][C:32]=3[N:33]=2)[S:3][C:2]=1[C:2]1[S:3][C:4]([C:29]2[S:30][C:31]3[CH:37]=[CH:36][CH:35]=[CH:34][C:32]=3[N:33]=2)=[C:5]([O:18][CH2:19][CH2:20][CH2:21][CH2:22][CH2:23][CH2:24][CH2:25][CH2:26][CH2:27][CH3:28])[C:6]=1[O:39][CH2:8][CH2:9][CH2:10][CH2:11][CH2:12][CH2:13][CH2:14][CH2:15][CH2:16][CH3:17])[CH2:9][CH2:10][CH2:11][CH2:12][CH2:13][CH2:14][CH2:15][CH2:16][CH3:17] |f:2.3,^1:37|. Reported procedure: A solution of 2-bromo-3,4-bis(decyloxy)-5-(benzothiazol-2-yl)-thiophene (12.2 g 20 mmol), and hexabutyl ditin (5.8 g, 10 mmol) in dioxane (100 ml), (freshly distilled from sodium after treatment with potassium hydroxide), was degassed by bubbling nitrogen through the solution for 20 min. Under nitrogen, tetrakistriphenylphosphinopalladium (0.468 g) was added and the mixture was heated at 100° C. for 20 hr. After cooling, pyridine (5 ml) was added and the resulting mixture allowed to stand for 1 ... Starting materials: O=C1OCC2=C1C=CC(=C2)/C=C/C=O ((2E)-3-(1-oxo-1,3-dihydro-2-benzofuran-5-yl)prop-2-enal), [BH4-].[Na+] (NaBH4). The solvent is Cl (HCl), C1CCOC1 (THF), CO (methanol). Conditions: temperature 0 celsius, time 1 hour. The product is OC/C=C/C1=CC2=C(C(OC2)=O)C=C1 (5-[(1E)-3-hydroxyprop-1-en-1-yl]-2-benzofuran-1(3H)-one). RXN SMILES: [O:1]=[C:2]1[C:6]2[CH:7]=[CH:8][C:9](/[CH:11]=[CH:12]/[CH:13]=[O:14])=[CH:10][C:5]=2[CH2:4][O:3]1.[BH4-].[Na+]>C1COCC1.CO.Cl>[OH:14][CH2:13]/[CH:12]=[CH:11]/[C:9]1[CH:8]=[CH:7][C:6]2[C:2](=[O:1])[O:3][CH2:4][C:5]=2[CH:10]=1 |f:1.2|. Reported procedure: To an ice-bath cooled flask containing a solution of (2E)-3-(1-oxo-1,3-dihydro-2-benzofuran-5-yl)prop-2-enal (5 g, 26.6 mmol) in THF (20 mL) and methanol (20 mL) was added NaBH4 (1 g, 26.3 mmol), and the mixture was stirred for 1 hour at 0° C. The reaction mixture was then diluted with HCl (2 N, 20 mL) and extracted with EtOAc (300 mL). The organic layer was washed with water (30 mL) and brine (30 mL), dried over Na2SO4, and concentrated in vacuo. The residue was purified with silica gel chromat...